describe an organic reaction: reactants, conditions, products, and yield From a dataset of the Open Reaction Database (ORD), a public repository of structured organic reaction records. Starting materials: [BH4-], CO, Cl, [Na+], [Na+], O=C([O-])O, O=C1CCC(c2cccnc2)CC1. Product: OC1CCC(c2cccnc2)CC1. As a reaction SMILES: [BH4-:14].[CH3:22][OH:23].[ClH:16].[Na+:15].[Na+:21].[O-:17][C:18]([OH:19])=[O:20].[n:1]1[cH:2][c:3]([CH:7]2[CH2:8][CH2:9][C:10](=[O:13])[CH2:11][CH2:12]2)[cH:4][cH:5][cH:6]1>>[n:1]1[cH:2][c:3]([CH:7]2[CH2:8][CH2:9][CH:10]([OH:13])[CH2:11][CH2:12]2)[cH:4][cH:5][cH:6]1.